This data is from the Open Reaction Database (ORD), a public repository of structured organic reaction records. The task is: describe an organic reaction: reactants, conditions, products, and yield Reactants: FC1=CC=C(C=C1)C1=NN2C(C=CC(=C2)C#N)=C1C(C)=O (2-(4-fluorophenyl)-3-acetyl-6-cyanopyrazolo[1,5-a]pyridine), COC(N(C)C)OC (dimethylformamide-dimethylacetal). Reaction conditions: temperature 130 celsius. The product is FC1=CC=C(C=C1)C1=NN2C(C=CC(=C2)C#N)=C1C(C=CN(C)C)=O (2-(4-Fluorophenyl)-3-(3-(dimethylamino)-2-propenoyl)-6-cyanopyrazolo[1,5-a]pyridine). As a reaction SMILES: [F:1][C:2]1[CH:7]=[CH:6][C:5]([C:8]2[C:18]([C:19](=[O:21])[CH3:20])=[C:11]3[CH:12]=[CH:13][C:14]([C:16]#[N:17])=[CH:15][N:10]3[N:9]=2)=[CH:4][CH:3]=1.CO[CH:24](OC)[N:25]([CH3:27])[CH3:26]>>[F:1][C:2]1[CH:3]=[CH:4][C:5]([C:8]2[C:18]([C:19](=[O:21])[CH:20]=[CH:24][N:25]([CH3:27])[CH3:26])=[C:11]3[CH:12]=[CH:13][C:14]([C:16]#[N:17])=[CH:15][N:10]3[N:9]=2)=[CH:6][CH:7]=1. Procedure details: A mixture of 2-(4-fluorophenyl)-3-acetyl-6-cyanopyrazolo[1,5-a]pyridine (1.6 g, 5.6 mmol) and dimethylformamide-dimethylacetal (15 mL) was stirred and heated at 130° C., under N2, overnight. The solution was cooled and the resulting solid was collected by filtration and rinsed with acetone. The filtrate was evaporated and the resulting solid was purified using chromatography. The product solids were combined to afford the title compound as a brown solid, 1.3 g (68%). 1H NMR (d6-DMSO) showed a mi... Isolated yield 55.8%. Reactants: ClC=1N=C(NC1CC)C(=O)N[C@H]1[C@@H](CN(CC1)C(=O)OC(C)(C)C)NC(CC)CC (tert-butyl trans(±)-4-{[(4-chloro-5-ethyl-1H-imidazol-2-yl)carbonyl]amino}-3-[(1-ethylpropyl)amino]piperidine-1-carboxylate), C([O-])([O-])=O.[Na+].[Na+] (sodium carbonate), Cl.O1CCOCC1 (hydrochloric acid 1,4-dioxane), BrC=1SC2=C(N1)C=CC=C2C(=O)OCC (ethyl 2-bromo-1,3-benzothiazole-7-carboxylate). Yields the product ClC=1N=C(NC1CC)C(=O)N[C@H]1[C@@H](CN(CC1)C=1SC2=C(N1)C=CC=C2C(=O)OCC)NC(CC)CC (Ethyl trans(±)-2-(4-{[(4-chloro-5-ethyl-1H-imidazol-2-yl)carbonyl]amino}-3-[(1-ethylpropyl)amino]piperidin-1-yl)-1,3-benzothiazole-7-carboxylate). Procedure: The same operation as in Example (196c) was performed using tert-butyl trans(±)-4-{[(4-chloro-5-ethyl-1H-imidazol-2-yl)carbonyl]amino}-3-[(1-ethylpropyl)amino]piperidine-1-carboxylate obtained in Example (215a) (16.0 mg, 0.036 mmol), 4 N hydrochloric acid/1,4-dioxane (1 mL), ethyl 2-bromo-1,3-benzothiazole-7-carboxylate obtained in Example (1f) (11 mg, 0.040 mmol) and sodium carbonate (38 mg, 0.362 mmol), to obtain 11 mg of the title compound (56%) as a pale yellow oily substance. Reaction SMILES: [Cl:1][C:2]1[N:3]=[C:4]([C:9]([NH:11][C@@H:12]2[CH2:17][CH2:16][N:15](C(OC(C)(C)C)=O)[CH2:14][C@H:13]2[NH:25][CH:26]([CH2:29][CH3:30])[CH2:27][CH3:28])=[O:10])[NH:5][C:6]=1[CH2:7][CH3:8].Cl.O1CCOCC1.Br[C:39]1[S:40][C:41]2[C:47]([C:48]([O:50][CH2:51][CH3:52])=[O:49])=[CH:46][CH:45]=[CH:44][C:42]=2[N:43]=1.C(=O)([O-])[O-].[Na+].[Na+]>>[Cl:1][C:2]1[N:3]=[C:4]([C:9]([NH:11][C@@H:12]2[CH2:17][CH2:16][N:15]([C:39]3[S:40][C:41]4[C:47]([C:48]([O:50][CH2:51][CH3:52])=[O:49])=[CH:46][CH:45]=[CH:44][C:42]=4[N:43]=3)[CH2:14][C@H:13]2[NH:25][CH:26]([CH2:29][CH3:30])[CH2:27][CH3:28])=[O:10])[NH:5][C:6]=1[CH2:7][CH3:8] |f:1.2,4.5.6|. Starting materials: CSC(=O)c1nc(Cl)c(Cl)[nH]1, CCO, NNc1ccccc1, O. Yields the product O=C(NNc1ccccc1)c1nc(Cl)c(Cl)[nH]1. RXN SMILES: [CH3:1][S:2][C:3](=[O:4])[c:5]1[nH:6][c:7]([Cl:11])[c:8]([Cl:10])[n:9]1.[CH3:21][CH2:22][OH:23].[NH2:12][NH:13][c:14]1[cH:15][cH:16][cH:17][cH:18][cH:19]1.[OH2:20]>>[C:3](=[O:4])([c:5]1[nH:6][c:7]([Cl:11])[c:8]([Cl:10])[n:9]1)[NH:12][NH:13][c:14]1[cH:15][cH:16][cH:17][cH:18][cH:19]1. Reaction SMILES: [CH2:47]([OH:48])[CH2:49][CH2:50][CH3:51].[Cl:23][CH2:24][CH2:25][CH2:26][O:27][c:28]1[cH:29][c:30]2[c:31]([cH:32][cH:33][c:34](=[O:36])[o:35]2)[cH:37][cH:38]1.[F:1][c:2]1[cH:3][cH:4][c:5]([C:8]([OH:9])([CH:10]2[CH2:11][CH2:12][NH:13][CH2:14][CH2:15]2)[c:16]2[cH:17][cH:18][c:19]([F:22])[cH:20][cH:21]2)[cH:6][cH:7]1.[I-:46].[K+:45].[Na+:39].[Na+:40].[O-:41][C:42](=[O:43])[O-:44]>>[F:1][c:2]1[cH:3][cH:4][c:5]([C:8]([OH:9])([CH:10]2[CH2:11][CH2:12][N:13]([CH2:24][CH2:25][CH2:26][O:27][c:28]3[cH:29][c:30]4[c:31]([cH:32][cH:33][c:34](=[O:36])[o:35]4)[cH:37][cH:38]3)[CH2:14][CH2:15]2)[c:16]2[cH:17][cH:18][c:19]([F:22])[cH:20][cH:21]2)[cH:6][cH:7]1. The reactants are CCCCO, O=c1ccc2ccc(OCCCCl)cc2o1, OC(c1ccc(F)cc1)(c1ccc(F)cc1)C1CCNCC1, [I-], [K+], [Na+], [Na+], O=C([O-])[O-]. Product: O=c1ccc2ccc(OCCCN3CCC(C(O)(c4ccc(F)cc4)c4ccc(F)cc4)CC3)cc2o1. Reaction SMILES: [BH4-:15].[Br:1][c:2]1[c:3]([CH3:14])[c:4]([C:8]([CH2:9][CH2:10][CH2:11][CH3:12])=[O:13])[cH:5][cH:6][cH:7]1.[CH2:17]1[O:18][CH2:19][CH2:20][CH2:21]1.[Na+:16].[OH2:22]>>[Br:1][c:2]1[c:3]([CH3:14])[c:4]([CH:8]([CH2:9][CH2:10][CH2:11][CH3:12])[OH:13])[cH:5][cH:6][cH:7]1. The product is CCCCC(O)c1cccc(Br)c1C. The reactants are [BH4-], CCCCC(=O)c1cccc(Br)c1C, C1CCOC1, [Na+], O.